This data is from the Open Reaction Database (ORD), a public repository of structured organic reaction records. The task is: describe an organic reaction: reactants, conditions, products, and yield Reactants: CC1=NOC(=N1)C1=CC=C(C=C1)C1CCN(CCO1)C1=NC(=CC(N1C)=O)C1=NC=NC=C1 (2-{7-[4-(3-Methyl-[1,2,4]-oxadiazole-5-yl)phenyl]-[1,4]-oxazepane-4-yl}-3-methyl-6-pyrimidin-4-yl-3H-pyrimidin-4-one), Cl.O1N=CN=C1C1=CC=C(C=C1)C1CNCCOC1 (6-(4-[1,2,4]Oxadiazol-5-yl-phenyl)-[1,4]oxazepane hydrochloride). Yields the product CN1C(=NC(=CC1=O)C1=NC=NC=C1)N1CCOCC(C1)C1=CC=C(C=C1)C1=NC=NO1 (1-Methyl-2-[6-(4-[1,2,4]oxadiazol-5-yl-phenyl)-[1,4]oxazepan-4-yl]-1H-[4,4′]bipyrimidinyl-6-one), solid. The yield is 50.0%. Reaction SMILES: CC1N=C(C2C=CC([CH:13]3[O:19][CH2:18][CH2:17][N:16]([C:20]4[N:25]([CH3:26])[C:24](=[O:27])[CH:23]=[C:22]([C:28]5[CH:33]=[CH:32][N:31]=[CH:30][N:29]=5)[N:21]=4)[CH2:15][CH2:14]3)=CC=2)ON=1.Cl.[O:35]1[C:39]([C:40]2[CH:45]=[CH:44][C:43](C3COCCNC3)=[CH:42][CH:41]=2)=[N:38][CH:37]=[N:36]1>>[CH3:26][N:25]1[C:24](=[O:27])[CH:23]=[C:22]([C:28]2[CH:33]=[CH:32][N:31]=[CH:30][N:29]=2)[N:21]=[C:20]1[N:16]1[CH2:15][CH:14]([C:43]2[CH:42]=[CH:41][C:40]([C:39]3[O:35][N:36]=[CH:37][N:38]=3)=[CH:45][CH:44]=2)[CH2:13][O:19][CH2:18][CH2:17]1 |f:1.2|. Procedure details: 1-Methyl-2-[6-(4-[1,2,4]oxadiazol-5-yl-phenyl)-[1,4]oxazepan-4-yl]-1H-[4,4′]bipyrimidinyl-6-one was prepared by the same procedure as that of 2-{7-[4-(3-Methyl-[1,2,4]-oxadiazole-5-yl)phenyl]-[1,4]-oxazepane-4-yl}-3-methyl-6-pyrimidin-4-yl-3H-pyrimidin-4-one except for utilizing 6-(4-[1,2,4]Oxadiazol-5-yl-phenyl)-[1,4]oxazepane hydrochloride instead of 7-[4-(3-Methyl-[1,2,4]oxadiazol-5-yl)-phenyl]-[1,4]oxazepane hydrochloride. 1-Methyl-2-[6-(4-[1,2,4]oxadiazol-5-yl-phenyl)-[1,4]oxazepan-4-yl]-1H... The reactants are CC(C)(C)OC(=O)Nc1ccc(CBr)cn1, CCOC(=O)CC(=O)OCC, C1CCOC1, [H-], [Na+]. The product is CCOC(=O)C(Cc1ccc(NC(=O)OC(C)(C)C)nc1)C(=O)OCC. Reaction SMILES: [C:14]([CH3:15])([CH3:16])([CH3:17])[O:18][C:19]([NH:20][c:21]1[n:22][cH:23][c:24]([CH2:27][Br:28])[cH:25][cH:26]1)=[O:29].[C:3]([CH2:4][C:5](=[O:6])[O:7][CH2:8][CH3:9])(=[O:10])[O:11][CH2:12][CH3:13].[CH2:30]1[O:31][CH2:32][CH2:33][CH2:34]1.[H-:2].[Na+:1]>>[C:3]([CH:4]([C:5](=[O:6])[O:7][CH2:8][CH3:9])[CH2:27][c:24]1[cH:23][n:22][c:21]([NH:20][C:19]([O:18][C:14]([CH3:15])([CH3:16])[CH3:17])=[O:29])[cH:26][cH:25]1)(=[O:10])[O:11][CH2:12][CH3:13]. The reactants are CC=1C(=C(C=C(C1)[N+](=O)[O-])CNC(OC(C)(C)C)=O)N1CCOCC1 (tert-butyl N-{[3-methyl-2-(morpholin-4-yl)-5-nitrophenyl]methyl}carbamate), C(C)(=O)Cl (acetyl chloride). The solvent is CO (MeOH), CO (MeOH). Run at time 30 minute. The product is Cl.CC=1C(=C(C=C(C1)[N+](=O)[O-])CN)N1CCOCC1 ([3-Methyl-2-(morpholin-4-yl)-5-nitrophenyl]methanamine hydrochloride). Yield: 99.0%. As a reaction SMILES: C([Cl:4])(=O)C.[CH3:5][C:6]1[C:7]([N:24]2[CH2:29][CH2:28][O:27][CH2:26][CH2:25]2)=[C:8]([CH2:15][NH:16]C(=O)OC(C)(C)C)[CH:9]=[C:10]([N+:12]([O-:14])=[O:13])[CH:11]=1>CO>[ClH:4].[CH3:5][C:6]1[C:7]([N:24]2[CH2:29][CH2:28][O:27][CH2:26][CH2:25]2)=[C:8]([CH2:15][NH2:16])[CH:9]=[C:10]([N+:12]([O-:14])=[O:13])[CH:11]=1 |f:3.4|. Reported procedure: 0.81 mL of acetyl chloride was slowly added to 5 mL of MeOH at 0° C. The solution was stirred for 30 min at room temperature and then tert-butyl N-{[3-methyl-2-(morpholin-4-yl)-5-nitrophenyl]methyl}carbamate (200 mg, 0.57 mmol) dissolved in 5 mL of MeOH was added. The reaction mixture was stirred for 3 h and then evaporated to yield expected compound as an orange solid (162 mg, 99% yield).